This data is from the Open Reaction Database (ORD), a public repository of structured organic reaction records. The task is: describe an organic reaction: reactants, conditions, products, and yield The reactants are C(C)(=O)C1=CC2=CC=C(C=C2C=C1)C (2-Acetyl-6-methylnaphthalene), [H-].[Na+] (NaH), C(C)OP(=O)(OCC)CC(=O)OCC (ethyl diethylphosphonoacetate). Solvent: C1CCOC1 (THF). Conditions: time 14 hour. Yields the product CC=1C=C2C=CC(=CC2=CC1)/C(=C/C(=O)OCC)/C (ethyl (E)-3-(6-methyl-2-naphthyl)crotonate). The yield is 46.3%. RXN SMILES: [C:1]([C:4]1[CH:13]=[CH:12][C:11]2[C:6](=[CH:7][CH:8]=[C:9]([CH3:14])[CH:10]=2)[CH:5]=1)(=O)[CH3:2].[H-].[Na+].C(OP([CH2:25][C:26]([O:28][CH2:29][CH3:30])=[O:27])(OCC)=O)C>C1COCC1>[CH3:14][C:9]1[CH:10]=[C:11]2[C:6](=[CH:7][CH:8]=1)[CH:5]=[C:4](/[C:1](/[CH3:2])=[CH:25]/[C:26]([O:28][CH2:29][CH3:30])=[O:27])[CH:13]=[CH:12]2 |f:1.2|. Procedure: 2-Acetyl-6-methylnaphthalene (5.08 g) was added to a cooled (0° C.) mixture of NaH (60% oil dispersion, 2.34 g) in THF (150 ml) and ethyl diethylphosphonoacetate (14.12 g) and the mixture was stirred at room temperature for 14 hours. The reaction was quenched by the addition of water. The organic layer was washed with water and brine, dried and concentrated. Recrystallization of the residue from hexane gave the titled compound (3.25 g) as a colorless solid.